From a dataset of the Open Reaction Database (ORD), a public repository of structured organic reaction records. describe an organic reaction: reactants, conditions, products, and yield Starting materials: C(C)(=O)NC1=CC=C(C=C1)S(=O)O (p-acetylaminophenylsulfinic acid), C(O)([O-])=O.[Na+] (sodium hydrogen carbonate), C(C=C)Br (allyl bromide). Run in O (water). Conditions: time 4 hour. Yields the product C(C=C)S(=O)(=O)C1=CC=C(NC(C)=O)C=C1 (p-allylsulfonylacetanilide). RXN SMILES: [C:1]([NH:4][C:5]1[CH:10]=[CH:9][C:8]([S:11]([OH:13])=[O:12])=[CH:7][CH:6]=1)(=[O:3])[CH3:2].C(=O)([O-])O.[Na+].[CH2:19](Br)[CH:20]=[CH2:21]>O>[CH2:21]([S:11]([C:8]1[CH:7]=[CH:6][C:5]([NH:4][C:1](=[O:3])[CH3:2])=[CH:10][CH:9]=1)(=[O:13])=[O:12])[CH:20]=[CH2:19] |f:1.2|. Procedure: 50 Parts of p-acetylaminophenylsulfinic acid and 25 parts of sodium hydrogen carbonate are suspended in 300 parts of water. While stirring intensely 36 parts of allyl bromide is dripped in within 3 hours at 50° to 60° C. Stirring is continued for another 4 hours at 60° C. 45 parts of p-allylsulfonylacetanilide is obtained with a melting point of 116° to 118° C.